Task: describe an organic reaction: reactants, conditions, products, and yield. Dataset: the Open Reaction Database (ORD), a public repository of structured organic reaction records Starting materials: CCO, CNc1ccccc1C(=O)C(=O)O, N, O. Yields the product CNc1ccccc1C(N)=O. Reaction SMILES: [CH3:16][CH2:17][OH:18].[CH3:1][NH:2][c:3]1[c:4]([C:9](=[O:10])[C:11]([OH:12])=[O:13])[cH:5][cH:6][cH:7][cH:8]1.[NH3:15].[OH2:14]>>[CH3:1][NH:2][c:3]1[c:4]([C:9](=[O:10])[NH2:15])[cH:5][cH:6][cH:7][cH:8]1. Starting materials: CO, CC(C)(C)OC(=O)N1CCC(Nc2nc(-c3ccccc3O)nc3ccc(C#CCO)cc23)C1. The product is OCC#Cc1ccc2nc(-c3ccccc3O)nc(NC3CCNC3)c2c1. As a reaction SMILES: [CH3:35][OH:36].[OH:1][c:2]1[c:3](-[c:8]2[n:9][c:10]3[cH:11][cH:12][c:13]([C:31]#[C:32][CH2:33][OH:34])[cH:14][c:15]3[c:16]([NH:18][CH:19]3[CH2:20][N:21]([C:24]([O:25][C:26]([CH3:27])([CH3:28])[CH3:29])=[O:30])[CH2:22][CH2:23]3)[n:17]2)[cH:4][cH:5][cH:6][cH:7]1>>[OH:1][c:2]1[c:3](-[c:8]2[n:9][c:10]3[cH:11][cH:12][c:13]([C:31]#[C:32][CH2:33][OH:34])[cH:14][c:15]3[c:16]([NH:18][CH:19]3[CH2:20][NH:21][CH2:22][CH2:23]3)[n:17]2)[cH:4][cH:5][cH:6][cH:7]1. The reactants are CC1(C=2C=CC(=CC2C(=CC1)C1=CC=C(C=C1)C)C#CC1=CC=C(C(=O)OCC)C=C1)C (ethyl 4-[(5,6-dihydro-5,5-dimethyl-8-(4-methylphenyl)-2-naphthalenyl)ethynyl]benzoate), CC1(C=2C=CC(=CC2C(=CC1)C1=CC=C(C=C1)O[Si](C)(C)CC(C)C)C#CC1=CC=C(C(=O)OCC)C=C1)C (Ethyl 4-[(5,6-dihydro-5,5-dimethyl-8-(4-((2,2-dimethylethyl)-dimethylsiloxy)phenyl)-2-naphthalenyl)ethynyl]benzoate), CC1(C=2C=CC(=CC2C(=CC1)C1=CC=C(C=C1)C)C#CC1=CC=C(C(=O)OCC)C=C1)C (ethyl 4-[(5,6-dihydro-5,5-dimethyl-8-(4-methylphenyl)-2-naphthalenyl)ethynyl]benzoate), CC1(C=2C=CC(=CC2C(=CC1)C1=CC=C(C=C1)C)C#CC1=CC=C(C(=O)OCC)C=C1)C (ethyl 4-[(5,6-dihydro-5,5-dimethyl-8-(4-methylphenyl)-2-naphthalenyl)ethynyl]benzoate). The product is CC1(C=2C=CC(=CC2C(=CC1)C=1OC=CC1)C#CC1=CC=C(C(=O)OCC)C=C1)C (Ethyl 4-[(5, 6-dihydro-5,5-dimethyl-8-(2-furyl)-2-naphthalenyl)ethynyl]benzoate). Reaction SMILES: CC1(C)CC=C(C2C=CC(C)=CC=2)C2C=C(C#CC3C=CC(C(OCC)=O)=CC=3)C=CC1=2.[CH3:33][C:34]1([CH3:71])[CH2:43][CH:42]=[C:41]([C:44]2C=C[C:47]([O:50][Si](CC(C)C)(C)C)=[CH:46][CH:45]=2)[C:40]2[CH:39]=[C:38]([C:58]#[C:59][C:60]3[CH:70]=[CH:69][C:63]([C:64]([O:66][CH2:67][CH3:68])=[O:65])=[CH:62][CH:61]=3)[CH:37]=[CH:36][C:35]1=2>>[CH3:71][C:34]1([CH3:33])[CH2:43][CH:42]=[C:41]([C:44]2[O:50][CH:47]=[CH:46][CH:45]=2)[C:40]2[CH:39]=[C:38]([C:58]#[C:59][C:60]3[CH:70]=[CH:69][C:63]([C:64]([O:66][CH2:67][CH3:68])=[O:65])=[CH:62][CH:61]=3)[CH:37]=[CH:36][C:35]1=2. Procedure: Employing the same general procedure as for the preparation of ethyl 4-[(5,6-dihydro-5,5-dimethyl-8-(4-methylphenyl)-2-naphthalenyl)ethynyl]benzoate (Compound 1), 250.0 mg (0.52 mmol) of ethyl 4-[(5,6-dihydro-5,5-dimethyl-8-(trifluoromethylsulfonyl)oxy-2-naphthalenyl)ethynyl]benzoate (Compound G) was converted into the title compound (colorless solid) using 142.4 mg (1.045 mmol) of zinc chloride, 24.1 mg (0.02 mmol) of tetrakis(triphenylphosphine)palladium(0) and 2-lithiofuran (prepared by the a... Reactants: OC1=NOC(=C1)C(=O)O (3-Hydroxy-isoxazole-5-carboxylic acid), C(C)OC([C@](C[C@@H](CC1=CC=C(C=C1)C1=CC=CC=C1)N)(C)COC)=O ((2S,4R)-4-amino-5-biphenyl-4-yl-2-methoxymethyl-2-methylpentanoic acid ethyl ester). Yields the product C1(=CC=C(C=C1)C[C@H](C[C@@](C(=O)O)(C)COC)NC(=O)C1=CC(=NO1)O)C1=CC=CC=C1 ((2S,4R)-5-Biphenyl-4-yl-4-[(3-hydroxyisoxazole-5-carbonyl)amino]-2-methoxymethyl-2-methylpentanoic Acid). Reaction SMILES: [OH:1][C:2]1[CH:6]=[C:5]([C:7]([OH:9])=O)[O:4][N:3]=1.C([O:12][C:13](=[O:35])[C@@:14]([CH2:32][O:33][CH3:34])([CH3:31])[CH2:15][C@H:16]([NH2:30])[CH2:17][C:18]1[CH:23]=[CH:22][C:21]([C:24]2[CH:29]=[CH:28][CH:27]=[CH:26][CH:25]=2)=[CH:20][CH:19]=1)C>>[C:21]1([C:24]2[CH:25]=[CH:26][CH:27]=[CH:28][CH:29]=2)[CH:20]=[CH:19][C:18]([CH2:17][C@@H:16]([NH:30][C:7]([C:5]2[O:4][N:3]=[C:2]([OH:1])[CH:6]=2)=[O:9])[CH2:15][C@:14]([CH2:32][O:33][CH3:34])([CH3:31])[C:13]([OH:35])=[O:12])=[CH:23][CH:22]=1. Procedure details: 3-Hydroxy-isoxazole-5-carboxylic acid and (2S,4R)-4-amino-5-biphenyl-4-yl-2-methoxymethyl-2-methylpentanoic acid ethyl ester were reacted as described herein to yield the title compound (2.4 mg). MS m/z [M+H]+ calc'd for C24H26N2O6, 439.18. found 439.2. The reactants are FC(CNC(NC1=NC(=NC=C1)SCCCN1C(C=2C(C1=O)=CC=CC2)=O)=S)(F)F (4-[3-(2,2,2-trifluoroethyl)thioureido]-[(3-phthalimido)propylthio]pyrimidine), N (ammonia), mercuric oxide. Run in CN(C)C=O (N,N,-dimethylformamide). Reaction conditions: time 3 hour. Product: FC(CN=C(NC1=NC(=NC=C1)SCCCN)N)(F)F (4-[2-(2,2,2-trifluoroethyl)guanidino]-2-[(3-amino)propylthio]pyrimidine). Reaction SMILES: [F:1][C:2]([F:30])([F:29])[CH2:3][NH:4][C:5](=S)[NH:6][C:7]1[CH:12]=[CH:11][N:10]=[C:9]([S:13][CH2:14][CH2:15][CH2:16][N:17]2C(=O)C3=CC=CC=C3C2=O)[N:8]=1.[NH3:31]>CN(C=O)C>[F:30][C:2]([F:1])([F:29])[CH2:3][N:4]=[C:5]([NH2:31])[NH:6][C:7]1[CH:12]=[CH:11][N:10]=[C:9]([S:13][CH2:14][CH2:15][CH2:16][NH2:17])[N:8]=1. Procedure: A mixture of 4-[3-(2,2,2-trifluoroethyl)thioureido]-[(3-phthalimido)propylthio]pyrimidine (0.4 g.), N,N,-dimethylformamide (5 ml.), saturated ethanolic ammonia (10 ml.) and yellow mercuric oxide (280 mg.) was stirred at room temperature for 3 hours and then filtered and the filtrate evaporated to dryness. A solution of the residue in ethanol (10 ml.) was treated with hydrazine hydrate (1 ml.), the mixture heated under reflux for 1 hour and then evaporated to dryness. The residue was stirred with... Starting materials: COC(C1=CC=C(C=C1)C(=O)NNC(C)=O)=O (4-(N′-acetyl-hydrazinocarbonyl)-benzoic acid methyl ester). The solvent is O=P(Cl)(Cl)Cl (POCl3), O (water). The product is COC(C1=CC=C(C=C1)C=1OC(=NN1)C)=O (4-(5-methyl-[1,3,4]oxadiazol-2-yl)-benzoic acid methyl ester). Yield: 75.9%. As a reaction SMILES: [CH3:1][O:2][C:3](=[O:17])[C:4]1[CH:9]=[CH:8][C:7]([C:10]([NH:12][NH:13][C:14](=[O:16])[CH3:15])=O)=[CH:6][CH:5]=1>O=P(Cl)(Cl)Cl.O>[CH3:1][O:2][C:3](=[O:17])[C:4]1[CH:9]=[CH:8][C:7]([C:10]2[O:16][C:14]([CH3:15])=[N:13][N:12]=2)=[CH:6][CH:5]=1. Reported procedure: Oxalyl chloride (1.05 g, 8.3 mmol) was added to a stirred solution of terephthalic acid monomethyl ester (1 g, 5.55 mmol) in DCM (12 mL) and stirring was continued at ambient temperature for 4 hr. The reaction mixture was concentrated under reduced pressure to afford the residue. The residue was dissolved in DCM (4 mL) and to the resulting solution was added, acetic acid hydrazide (490 mg, 6.66 mmol), Et3N (670 mg, 6.66 mmol) and stirring was continued at temperature overnight. The reaction mixt... Reactants: Cc1cc(C)cc(I)c1, CNCCNC, COc1cccc(N2CCNC2=O)c1, [Cu]I, [K+], [K+], [K+], CN(C)C=O, O=P([O-])([O-])[O-]. Product: COc1cccc(N2CCN(c3cc(C)cc(C)c3)C2=O)c1. Reaction SMILES: [CH3:23][c:24]1[cH:25][c:26]([I:31])[cH:27][c:28]([CH3:30])[cH:29]1.[CH3:32][NH:33][CH2:34][CH2:35][NH:36][CH3:37].[CH3:9][O:10][c:11]1[cH:12][c:13]([N:17]2[C:18](=[O:22])[NH:19][CH2:20][CH2:21]2)[cH:14][cH:15][cH:16]1.[Cu:38][I:39].[K+:6].[K+:7].[K+:8].[O:40]=[CH:41][N:42]([CH3:43])[CH3:44].[P:1]([O-:2])([O-:3])([O-:4])=[O:5]>>[CH3:9][O:10][c:11]1[cH:12][c:13]([N:17]2[C:18](=[O:22])[N:19]([c:26]3[cH:25][c:24]([CH3:23])[cH:29][c:28]([CH3:30])[cH:27]3)[CH2:20][CH2:21]2)[cH:14][cH:15][cH:16]1. The reactants are CCO, O=[N+]([O-])c1c[nH]nc1-c1nc2cc(Cl)ccc2[nH]1. Product: Nc1c[nH]nc1-c1nc2cc(Cl)ccc2[nH]1. RXN SMILES: [CH3:19][CH2:20][OH:21].[Cl:1][c:2]1[cH:3][c:4]2[c:5]([nH:6][c:7](-[c:9]3[n:10][nH:11][cH:12][c:13]3[N+:14]([O-:15])=[O:16])[n:8]2)[cH:17][cH:18]1>>[Cl:1][c:2]1[cH:3][c:4]2[c:5]([nH:6][c:7](-[c:9]3[n:10][nH:11][cH:12][c:13]3[NH2:14])[n:8]2)[cH:17][cH:18]1. Starting materials: C1CC2=CC=CC=3C(NC4=C(N1C32)C=CC=C4)=S (1,2-Dihyrobenzo[b]pyrrolo[3,2,1-jk][1,4]benzodiazepin-6-thione), C(C#C)N (propargylamine), C1(=CC=C(C=C1)S(=O)(=O)O)C (p-toluenesulfonic acid). Solvent: C(CCC)O (n-butanol). Product: CC=1C=CC2=C(N3C4=C(C=5N2C=CN5)CCC=C4C=C3)C1 (1,2-Dihydro-8-methylbenzo[b]imidazo[1,2-d]pyrrolo[3,2,1-jk][1,4]benzodiazepine). Isolated yield 71.4%. RXN SMILES: [CH2:1]1[N:12]2[C:13]3[C:3](=[CH:4][CH:5]=[CH:6][C:7]=3[C:8](=S)[NH:9][C:10]3[CH:17]=[CH:16][CH:15]=[CH:14][C:11]=32)[CH2:2]1.[CH2:19]([NH2:22])[C:20]#C.[C:23]1(C)C=CC(S(O)(=O)=O)=CC=1>C(O)CCC>[CH3:23][C:15]1[CH:16]=[CH:17][C:10]2[N:9]3[CH:20]=[CH:19][N:22]=[C:8]3[C:7]3[CH2:6][CH2:5][CH:4]=[C:3]4[CH:2]=[CH:1][N:12]([C:13]=34)[C:11]=2[CH:14]=1. Procedure: 1,2-Dihyrobenzo[b]pyrrolo[3,2,1-jk][1,4]benzodiazepin-6-thione (4 g), propargylamine (1.2 ml), n-butanol (100 ml) and a catalytic amount of p-toluenesulfonic acid were combined and refluxed overnight. The reaction mixture was concentrated under reduced pressure. The residue was purified by high performance liquid chromatography (2% methanol/dichloromethane) to give 3.1 g (71.4%) of product. Recrystallization from ethanol gave the analytical sample, mp 175° C.